This data is from the Open Reaction Database (ORD), a public repository of structured organic reaction records. The task is: describe an organic reaction: reactants, conditions, products, and yield The reactants are CCn1c(=O)c(-c2cc(NC(=O)Nc3ccc(F)c(CN4CCOCC4)c3)c(F)cc2Cl)cc2cnc(N(C)Cc3ccc(OC)cc3)cc21, O=C(O)C(F)(F)F. The product is CCn1c(=O)c(-c2cc(NC(=O)Nc3ccc(F)c(CN4CCOCC4)c3)c(F)cc2Cl)cc2cnc(NC)cc21. RXN SMILES: [Cl:1][c:2]1[cH:3][c:4]([F:50])[c:5]([NH:32][C:33](=[O:34])[NH:35][c:36]2[cH:37][c:38]([CH2:43][N:44]3[CH2:45][CH2:46][O:47][CH2:48][CH2:49]3)[c:39]([F:42])[cH:40][cH:41]2)[cH:6][c:7]1-[c:8]1[c:9](=[O:31])[n:10]([CH2:29][CH3:30])[c:11]2[cH:12][c:13]([N:18]([CH3:19])[CH2:20][c:21]3[cH:22][cH:23][c:24]([O:25][CH3:26])[cH:27][cH:28]3)[n:14][cH:15][c:16]2[cH:17]1.[F:51][C:52]([F:53])([F:54])[C:55]([OH:56])=[O:57]>>[Cl:1][c:2]1[cH:3][c:4]([F:50])[c:5]([NH:32][C:33](=[O:34])[NH:35][c:36]2[cH:37][c:38]([CH2:43][N:44]3[CH2:45][CH2:46][O:47][CH2:48][CH2:49]3)[c:39]([F:42])[cH:40][cH:41]2)[cH:6][c:7]1-[c:8]1[c:9](=[O:31])[n:10]([CH2:29][CH3:30])[c:11]2[cH:12][c:13]([NH:18][CH3:19])[n:14][cH:15][c:16]2[cH:17]1. Reactants: CC(C)(C)O, COc1cc2nnc(C#N)c(Nc3ccc(C)cc3F)c2cc1N1CCN(C)CC1, [K+], [OH-], O. Yields the product COc1cc2nnc(C(N)=O)c(Nc3ccc(C)cc3F)c2cc1N1CCN(C)CC1. RXN SMILES: [C:33]([CH3:34])([CH3:35])([CH3:36])[OH:37].[F:1][c:2]1[c:3]([NH:9][c:10]2[c:11]([C:29]#[N:30])[n:12][n:13][c:14]3[cH:15][c:16]([O:27][CH3:28])[c:17]([N:20]4[CH2:21][CH2:22][N:23]([CH3:26])[CH2:24][CH2:25]4)[cH:18][c:19]23)[cH:4][cH:5][c:6]([CH3:8])[cH:7]1.[K+:32].[OH-:31].[OH2:38]>>[F:1][c:2]1[c:3]([NH:9][c:10]2[c:11]([C:29]([NH2:30])=[O:37])[n:12][n:13][c:14]3[cH:15][c:16]([O:27][CH3:28])[c:17]([N:20]4[CH2:21][CH2:22][N:23]([CH3:26])[CH2:24][CH2:25]4)[cH:18][c:19]23)[cH:4][cH:5][c:6]([CH3:8])[cH:7]1. The reactants are C(C1=CC=CC=C1)OC(=O)N1CCC(C=C1)C=1C=NC=CC1 (1-benzyloxycarbonyl-4-(3-pyridyl)-1,2,3,4-tetrahydropyridine), [H][H] (hydrogen). Reagents/catalysts: [Pd] (palladium on carbon). Solvent: C(C)O (ethanol). Conditions: time 16 hour. Product: N1=CC(=CC=C1)C1CCNCC1 (4-(3-Pyridyl)piperidine). As a reaction SMILES: C(OC([N:11]1[CH:16]=[CH:15][CH:14]([C:17]2[CH:18]=[N:19][CH:20]=[CH:21][CH:22]=2)[CH2:13][CH2:12]1)=O)C1C=CC=CC=1.[H][H]>C(O)C.[Pd]>[N:19]1[CH:20]=[CH:21][CH:22]=[C:17]([CH:14]2[CH2:15][CH2:16][NH:11][CH2:12][CH2:13]2)[CH:18]=1. Reported procedure: A solution of 1-benzyloxycarbonyl-4-(3-pyridyl)-1,2,3,4-tetrahydropyridine (0.714 in ethanol (50 mL) was treated with 10% palladium on carbon (0.1 g) and hydrogenated under a hydrogen atmosphere at room temperature and 3.44 bar for 16 hours. The reaction mixture was filtered through diatomaceous earth to remove the catalyst, and the resulting filtrate was evaporated to afford the piperidine (0.393 g); NMR (CDCl3): 1.7 (m, 4), 2.8 (m, 4), 3.2 (m, 2), 7.3 (m, 1), 7.5 (m, 1), 8.5 (m, 2); MS: m/z=16...